Dataset: the Open Reaction Database (ORD), a public repository of structured organic reaction records. Task: describe an organic reaction: reactants, conditions, products, and yield The product is CCCCCCCNCCCCCCc1nc(-c2ccccc2)c(-c2ccccc2)n1COCC[Si](C)(C)C. Reaction SMILES: [Br:1][CH2:2][CH2:3][CH2:4][CH2:5][CH2:6][CH2:7][c:8]1[n:9]([CH2:25][O:26][CH2:27][CH2:28][Si:29]([CH3:30])([CH3:31])[CH3:32])[c:10](-[c:19]2[cH:20][cH:21][cH:22][cH:23][cH:24]2)[c:11](-[c:13]2[cH:14][cH:15][cH:16][cH:17][cH:18]2)[n:12]1.[C:41](=[O:42])([OH:43])[O-:44].[CH2:33]([CH2:34][CH2:35][CH2:36][CH2:37][CH2:38][CH3:39])[NH2:40].[CH3:46][C:47]#[N:48].[Na+:45]>>[CH2:2]([CH2:3][CH2:4][CH2:5][CH2:6][CH2:7][c:8]1[n:9]([CH2:25][O:26][CH2:27][CH2:28][Si:29]([CH3:30])([CH3:31])[CH3:32])[c:10](-[c:19]2[cH:20][cH:21][cH:22][cH:23][cH:24]2)[c:11](-[c:13]2[cH:14][cH:15][cH:16][cH:17][cH:18]2)[n:12]1)[NH:40][CH2:33][CH2:34][CH2:35][CH2:36][CH2:37][CH2:38][CH3:39]. Reactants: C[Si](C)(C)CCOCn1c(CCCCCCBr)nc(-c2ccccc2)c1-c1ccccc1, O=C([O-])O, CCCCCCCN, CC#N, [Na+]. Starting materials: FC1=CC=C2C(=NNC2=C1)C1CCN(CC1)CCN (2-[4-(6-fluoro-1H-indazol-3-yl)-1-piperidinyl]ethylamine), CN(C)C=O (DMF), FC=1C=C2C(C(=O)OC2=O)=CC1 (4-fluorophthalic anhydride), C(Cl)Cl.CO (DCM MeOH). Run at temperature 80 celsius. The product is FC1=CC=C2C(=NNC2=C1)C1CCN(CC1)CCC1=C2C(C(=O)NC2=O)=CC=C1 ([2-[4-(6-fluoro-1H-indazol-3-yl)-1-piperidinyl]ethyl]phthalimide). Reaction SMILES: [F:1][C:2]1[CH:10]=[C:9]2[C:5]([C:6]([CH:11]3[CH2:16][CH2:15][N:14]([CH2:17][CH2:18]N)[CH2:13][CH2:12]3)=[N:7][NH:8]2)=[CH:4][CH:3]=1.F[C:21]1[CH:22]=[C:23]2[C:28](=O)[O:27][C:25](=[O:26])[C:24]2=[CH:30][CH:31]=1.C(Cl)Cl.CO.C[N:38](C=O)C>>[F:1][C:2]1[CH:10]=[C:9]2[C:5]([C:6]([CH:11]3[CH2:12][CH2:13][N:14]([CH2:17][CH2:18][C:30]4[CH:31]=[CH:21][CH:22]=[C:23]5[C:28]([NH:38][C:25](=[O:26])[C:24]=45)=[O:27])[CH2:15][CH2:16]3)=[N:7][NH:8]2)=[CH:4][CH:3]=1 |f:2.3|. Procedure details: To a solution consisting of 2-[4-(6-fluoro-1H-indazol-3-yl)-1-piperidinyl]ethylamine (6.1 g, 23.2 mmol) in DMF (230 ml) was added 4-fluorophthalic anhydride (4.2 g, 25.5 mmol) at room temperature, under nitrogen. The reaction mixture was warmed to 80° C. for 2.5 hours at which time it was allowed to cool to room temperature. The DMF was removed under reduced pressure (<0.5 mmHg, 55° C.) to give a brown oil which was dissolved into DCM/MeOH. Purification via flash column chromatography (silica ge... Starting materials: IC1=C(C=C(C(=O)O)C=C1)[N+](=O)[O-] (4-iodo-3-nitrobenzoic acid), C(C)(OC)(OC)OC (trimethyl orthoacetate), C(C)(OC)(OC)OC (trimethyl orthoacetate). Yields the product COC(C1=CC(=C(C=C1)I)[N+](=O)[O-])=O (4-iodo-3-nitro benzoic methyl ester). Reaction SMILES: [I:1][C:2]1[CH:10]=[CH:9][C:5]([C:6]([OH:8])=[O:7])=[CH:4][C:3]=1[N+:11]([O-:13])=[O:12].[C:14](OC)(OC)(OC)C>>[CH3:14][O:7][C:6](=[O:8])[C:5]1[CH:9]=[CH:10][C:2]([I:1])=[C:3]([N+:11]([O-:13])=[O:12])[CH:4]=1. Procedure: We have also found an alternative, more efficient and simple method for esterification using trimethyl orthoacetate. The method involves dissolving 4-iodo-3-nitrobenzoic acid in trimethyl orthoacetate and refluxing the solution for 15 hours. Removal of the solvent under reduced pressure, gives 4-iodo-3-nitro benzoic methyl ester as a solid in almost quantitative yield (98%, 97% HPLC). It contains about 1.5% starting acid. Since the residual starting acid does not interfere in the next step, the ... Reactants: CC(CNc1nc(Cl)nc(Cl)n1)c1ccccc1, COC(=O)c1ccc(CNC(=O)C2CCC(N)CC2)cc1, [Na+], [OH-]. The product is COC(=O)c1ccc(CNC(=O)C2CCC(Nc3nc(Cl)nc(NCC(C)c4ccccc4)n3)CC2)cc1. RXN SMILES: [Cl:22][c:23]1[n:24][c:25]([NH:30][CH2:31][CH:32]([CH3:33])[c:34]2[cH:35][cH:36][cH:37][cH:38][cH:39]2)[n:26][c:27]([Cl:29])[n:28]1.[NH2:1][CH:2]1[CH2:3][CH2:4][CH:5]([C:8](=[O:9])[NH:10][CH2:11][c:12]2[cH:13][cH:14][c:15]([C:16](=[O:17])[O:18][CH3:19])[cH:20][cH:21]2)[CH2:6][CH2:7]1.[Na+:41].[OH-:40]>>[NH:1]([CH:2]1[CH2:3][CH2:4][CH:5]([C:8](=[O:9])[NH:10][CH2:11][c:12]2[cH:13][cH:14][c:15]([C:16](=[O:17])[O:18][CH3:19])[cH:20][cH:21]2)[CH2:6][CH2:7]1)[c:27]1[n:26][c:25]([NH:30][CH2:31][CH:32]([CH3:33])[c:34]2[cH:35][cH:36][cH:37][cH:38][cH:39]2)[n:24][c:23]([Cl:22])[n:28]1.